This data is from the Open Reaction Database (ORD), a public repository of structured organic reaction records. The task is: describe an organic reaction: reactants, conditions, products, and yield Conditions: time 20 minute. Procedure details: 32%-aq. NH3-solution (250 mL) is dropped to 2,4-dichloro-5-fluoro-3 nitro-benzoic acid chloride (16.0 g, 59 mmol) in 100 mL THF and it is stirred for 20 min. Then the mixture is concentrated and the resulting precipitate is collected and dried. The product is ClC1=C(C(=O)N)C=C(C(=C1[N+](=O)[O-])Cl)F (2,4-Dichloro-5-fluoro-3 nitro-benzamide). Run in C1CCOC1 (THF). Starting materials: N (NH3), ClC1=C(C(=O)Cl)C=C(C(=C1[N+](=O)[O-])Cl)F (2,4-dichloro-5-fluoro-3 nitro-benzoic acid chloride). RXN SMILES: [NH3:1].[Cl:2][C:3]1[C:11]([N+:12]([O-:14])=[O:13])=[C:10]([Cl:15])[C:9]([F:16])=[CH:8][C:4]=1[C:5](Cl)=[O:6]>C1COCC1>[Cl:2][C:3]1[C:11]([N+:12]([O-:14])=[O:13])=[C:10]([Cl:15])[C:9]([F:16])=[CH:8][C:4]=1[C:5]([NH2:1])=[O:6]. Starting materials: CC(C)(C)OC(=O)N1CC2(CC2)CC1C(=O)O, NCc1ccc(Br)cc1. The reagents and catalysts are CCN=C=NCCCN(C)C.Cl (EDC-HCl), CN1CCOCC1 (NMM). Solvent: CN(C)C=O (DMF), CN(C)C=O (DMF), CN(C)C=O (DMF), CN(C)C=O (DMF), CN(C)C=O (DMF), CN(C)C=O (DMF). Run at temperature 25 celsius, time 2 hour. Product: CC(C)(C)OC(=O)N1CC2(CC2)CC1C(=O)NCc1ccc(Br)cc1. The yield is 6.5%. Reaction SMILES: NCc1ccc(Br)cc1.CC(C)(C)OC(=O)N1CC2(CC2)CC1C(=O)O.CCN=C=NCCCN(C)C.Cl.CN1CCOCC1.CN(C)C=O>>CC(C)(C)OC(=O)N1CC2(CC2)CC1C(=O)NCc1ccc(Br)cc1. Reactants: [OH-].[Na+] (NaOH), CC1=CC=C(C=C1)S(=O)(=O)N1C2=C(C(CCC1)=O)C=CC=N2 (6,7,8,9-tetrahydro-9-[(4-methylphenyl)sulfonyl]-5H-pyrido[2,3-b]azepin-5-one), S(O)(O)(=O)=O (sulfuric acid), ice water. Run in C(C)(=O)O (acetic acid). Product: N1=CC=CC2=C1NCCCC2=O (6,7,8,9-Tetrahydro-5H-pyrido[2,3-b]azepin-5-one). Yield: 78.0%. Reaction SMILES: CC1C=CC(S([N:11]2[CH2:17][CH2:16][CH2:15][C:14](=[O:18])[C:13]3[CH:19]=[CH:20][CH:21]=[N:22][C:12]2=3)(=O)=O)=CC=1.S(=O)(=O)(O)O.[OH-].[Na+]>C(O)(=O)C>[N:22]1[C:12]2[NH:11][CH2:17][CH2:16][CH2:15][C:14](=[O:18])[C:13]=2[CH:19]=[CH:20][CH:21]=1 |f:2.3|. Procedure: A solution of 5.00 g of 6,7,8,9-tetrahydro-9-[(4-methylphenyl)sulfonyl]-5H-pyrido[2,3-b]azepin-5-one in 60 ml of 40% (v/v) sulfuric acid in acetic acid is heated at 60° C. for 11 hours. The mixture is chilled and poured into 350 ml of ice water (cooled in an ice bath) with thorough stirring. To the cold mixture is added solid NaOH until the pH is 8 while keeping the temperature below 30° C. The mixture is filtered and the solid washed with ethyl acetate. The organic layer of the filtrate is sepa... Reactants: [H-].[H-].[H-].[H-].[Li+].[Al+3] (LiAlH4), C(\C=C\CCCCCC)=O (Trans-2-nonenal), C(C)(=O)OCC (Ethyl acetate). Run in CCOCC (ether), CCOCC (ether). Yields the product C(\C=C\CCCCCC)O (trans-2-nonenol). Reaction SMILES: [CH:1](=[O:10])/[CH:2]=[CH:3]/[CH2:4][CH2:5][CH2:6][CH2:7][CH2:8][CH3:9].[H-].[H-].[H-].[H-].[Li+].[Al+3].C(OCC)(=O)C>CCOCC>[CH2:1]([OH:10])/[CH:2]=[CH:3]/[CH2:4][CH2:5][CH2:6][CH2:7][CH2:8][CH3:9] |f:1.2.3.4.5.6|. Procedure: Trans-2-nonenal (7.0 g, 0.05 mole) is dissolved in 50 ml of ether and added to a solution of LiAlH4 (0.54 g, 0.014 mole) in 50 ml of ether at such a rate to maintain gentle refluxing. When the addition is complete, the solution is refluxed for one hour. Ethyl acetate (2 ml) is added to destroy excess LiAlH4. The mixture is acidified with 5M HCl. The ether layer is separated, washed 2X with water, and dried over sodium sulfate. The ether solution is concentrated and the residue vacuum distilled t... Reactants: C[Si](C)(C)CCOCn1cc(C#N)nc1C(=O)Nc1ccc(Br)cc1C1=CCCCC1, CCOC(C)=O, CCCCCC, OB(O)c1ccccc1. The product is C[Si](C)(C)CCOCn1cc(C#N)nc1C(=O)Nc1ccc(-c2ccccc2)cc1C1=CCCCC1. RXN SMILES: [Br:1][c:2]1[cH:3][c:4]([C:26]2=[CH:27][CH2:28][CH2:29][CH2:30][CH2:31]2)[c:5]([NH:8][C:9](=[O:10])[c:11]2[n:12]([CH2:18][O:19][CH2:20][CH2:21][Si:22]([CH3:23])([CH3:24])[CH3:25])[cH:13][c:14]([C:16]#[N:17])[n:15]2)[cH:6][cH:7]1.[CH3:41][CH2:42][O:43][C:44]([CH3:45])=[O:46].[CH3:47][CH2:48][CH2:49][CH2:50][CH2:51][CH3:52].[OH:32][B:33]([OH:34])[c:35]1[cH:36][cH:37][cH:38][cH:39][cH:40]1>>[c:2]1(-[c:35]2[cH:36][cH:37][cH:38][cH:39][cH:40]2)[cH:3][c:4]([C:26]2=[CH:27][CH2:28][CH2:29][CH2:30][CH2:31]2)[c:5]([NH:8][C:9](=[O:10])[c:11]2[n:12]([CH2:18][O:19][CH2:20][CH2:21][Si:22]([CH3:23])([CH3:24])[CH3:25])[cH:13][c:14]([C:16]#[N:17])[n:15]2)[cH:6][cH:7]1. Reactants: CO, Cl, O=C(O)C1Cc2ccc(O)cc2CN1. The product is Cl, COC(=O)C1Cc2ccc(O)cc2CN1. As a reaction SMILES: [CH3:16][OH:17].[ClH:15].[OH:1][c:2]1[cH:3][cH:4][c:5]2[c:10]([cH:11]1)[CH2:9][NH:8][CH:7]([C:12](=[O:13])[OH:14])[CH2:6]2>>[ClH:15].[OH:1][c:2]1[cH:3][cH:4][c:5]2[c:10]([cH:11]1)[CH2:9][NH:8][CH:7]([C:12]([O:13][CH3:16])=[O:14])[CH2:6]2.